This data is from the Open Reaction Database (ORD), a public repository of structured organic reaction records. The task is: describe an organic reaction: reactants, conditions, products, and yield The reactants are C(CCC)C1=NC2=CC=CC=C2C(=C1)Cl (2-butyl-4-chloro quinoline), O1CCCC1 (tetrahydrofuran), tetrakis triphenylphosphine palladium, O1CCCC1 (tetrahydrofuran). Reagents/catalysts: [Zn].BrCC1=CC=C(C#N)C=C1 (4-bromomethyl benzonitrile zinc). The product is C(CCC)C1=NC2=CC=CC=C2C(=C1)CC1=CC=C(C#N)C=C1 (4-[(2-butyl-4-quinolinyl)-methyl]-benzonitrile). RXN SMILES: [CH2:1]([C:5]1[CH:14]=[C:13](Cl)[C:12]2[C:7](=[CH:8][CH:9]=[CH:10][CH:11]=2)[N:6]=1)[CH2:2][CH2:3][CH3:4].O1[CH2:20][CH2:19][CH2:18][CH2:17]1>[Zn].BrCC1C=CC(C#N)=CC=1>[CH2:1]([C:5]1[CH:14]=[C:13]([CH2:17][C:18]2[CH:3]=[CH:2][C:1]([C:5]#[N:6])=[CH:20][CH:19]=2)[C:12]2[C:7](=[CH:8][CH:9]=[CH:10][CH:11]=2)[N:6]=1)[CH2:2][CH2:3][CH3:4] |f:2.3|. Procedure details: Using the procedure of Step G of Example 1, 0.614 g of 4-chloro-2-butyl quinoline of Step D, 0.8 ml of tetrahydrofuran, 0.323 g of tetrakis triphenylphosphine palladium and 10 ml of a 0.5 M 4-bromomethyl benzonitrile zinc solution in tetrahydrofuran were reacted to obtain after chromatography on silica (eluant: hexane - ethyl acetate (8-2)) 0.781 g of the desired product. Reactants: O=C([O-])[O-], C#CCCl, CN(C)C=O, [I-], [K+], [K+], [K+], O, Oc1ccc(-n2cnnn2)nc1. The product is C#CCOc1ccc(-n2cnnn2)nc1. RXN SMILES: [C:13](=[O:14])([O-:15])[O-:16].[CH2:21]([C:22]#[CH:23])[Cl:24].[CH3:26][N:27]([CH3:28])[CH:29]=[O:30].[I-:20].[K+:17].[K+:18].[K+:19].[OH2:25].[n:1]1(-[c:6]2[cH:7][cH:8][c:9]([OH:12])[cH:10][n:11]2)[n:2][n:3][n:4][cH:5]1>>[n:1]1(-[c:6]2[cH:7][cH:8][c:9]([O:12][CH2:23][C:22]#[CH:21])[cH:10][n:11]2)[n:2][n:3][n:4][cH:5]1. Starting materials: CC(C)(C)C1=NC2=C(N1)CCCC2=O (2-(1,1-dimethylethyl)-1,5,6,7-tetrahydro-4H-benzimidazol-4-one), BrCC1=CC=C(C=C1)Cl (1-(bromomethyl)-4-chlorobenzene), [OH-].[Na+] (sodium hydroxide). Reagents/catalysts: [Br-].C(CCC)[N+](CCCC)(CCCC)CCCC (tetrabutylammonium bromide). Run in C1(=CC=CC=C1)C (toluene). Conditions: time 2.5 hour. Yields the product ClC1=CC=C(C=C1)CN1C(=NC2=C1C(CCC2)=O)C(C)(C)C (3-[(4-chlorophenyl)methyl]-2-(1,1-dimethylethyl)-3,5,6,7-tetrahydro-4H-benzimidazol-4-one). RXN SMILES: [CH3:1][C:2]([C:5]1[NH:9][C:8]2[CH2:10][CH2:11][CH2:12][C:13](=[O:14])[C:7]=2[N:6]=1)([CH3:4])[CH3:3].Br[CH2:16][C:17]1[CH:22]=[CH:21][C:20]([Cl:23])=[CH:19][CH:18]=1.[OH-].[Na+]>[Br-].C([N+](CCCC)(CCCC)CCCC)CCC.C1(C)C=CC=CC=1>[Cl:23][C:20]1[CH:21]=[CH:22][C:17]([CH2:16][N:6]2[C:7]3[C:13](=[O:14])[CH2:12][CH2:11][CH2:10][C:8]=3[N:9]=[C:5]2[C:2]([CH3:1])([CH3:3])[CH3:4])=[CH:18][CH:19]=1 |f:2.3,4.5|. Procedure: To a stirred suspension of Intermediate 52 (325 mg), 1-(bromomethyl)-4-chlorobenzene (417 mg) and tetrabutylammonium bromide (272 mg) in toluene (8 mL) at ambient temperature was added aqueous sodium hydroxide 20% wt (3.25 mL). The reaction was stirred at ambient temperature for 2.5 hr. The reaction was quenched with water (20 mL) and extracted with ethyl acetate (2×20 mL). The combined organics were dried (hydrophobic frit) and concentrated in vacuo. The sample was loaded in dichloromethane and... Reactants: C(C1=CC=CC=C1)(=O)N=C=S (benzoyl isothiocyanate), NC=1C(=C2N=CC=NC2=CC1)C (6-amino-5-methylquinoxaline), C(CN)N (ethylene diamine), Cl (HCl). Run in CC(=O)C (acetone), CC(=O)C (acetone), C1(=CC=CC=C1)C (toluene). Reaction conditions: time 16 hour. Yields the product NCCNC(NC=1C(=C2N=CC=NC2=CC1)C)=S (6-(N'-aminoethylthioureido)-5-methylquinoxaline). RXN SMILES: [C:1]([N:9]=[C:10]=[S:11])(=O)[C:2]1C=CC=CC=1.[NH2:12][C:13]1[C:14]([CH3:23])=[C:15]2[C:20](=[CH:21][CH:22]=1)[N:19]=[CH:18][CH:17]=[N:16]2.Cl.C(N)C[NH2:27]>CC(C)=O.C1(C)C=CC=CC=1>[NH2:27][CH2:2][CH2:1][NH:9][C:10](=[S:11])[NH:12][C:13]1[C:14]([CH3:23])=[C:15]2[C:20](=[CH:21][CH:22]=1)[N:19]=[CH:18][CH:17]=[N:16]2. Procedure details: To a refluxing solution of benzoyl isothiocyanate (1.6 g) in dry acetone (20 mL) is added dropwise a solution of 6-amino-5-methylquinoxaline (1.2 g) in dry acetone (50 mL) over 30 minutes. The mixture is refluxed an additional two hours, cooled to room temperature, and rotary evaporated to a residue. This material is suspended in 10% NaOH solution (50 mL) forming a mixture which is heated at 90° C. for 30 minutes, then cooled to room temperature and adjusted to pH=8 by adding concentrated HCl. T... Reactants: CN(C)CCN, COC(=O)c1nc(C)c(-c2ccncc2)s1, O. The product is Cc1nc(C(=O)NCCN(C)C)sc1-c1ccncc1. As a reaction SMILES: [CH3:1][N:2]([CH2:3][CH2:4][NH2:5])[CH3:6].[CH3:7][c:8]1[n:9][c:10]([C:19](=[O:20])[O:21][CH3:22])[s:11][c:12]1-[c:13]1[cH:14][cH:15][n:16][cH:17][cH:18]1.[OH2:23]>>[CH3:1][N:2]([CH2:3][CH2:4][NH:5][C:19]([c:10]1[n:9][c:8]([CH3:7])[c:12](-[c:13]2[cH:14][cH:15][n:16][cH:17][cH:18]2)[s:11]1)=[O:20])[CH3:6]. Starting materials: CSC1=CNC2=CC(=CC=C12)C(=O)N1CCN(CC1)C(=O)OC(C)(C)C (tert-Butyl 4-(3-(methylthio)-1H-indole-6-carbonyl)piperazine-1-carboxylate), ClC1=NC=C(C=N1)C1=CC=CC=C1 (2-chloro-5-phenylpyrimidine), BrC=1C=NC(=NC1)N1C=C(C2=CC=C(C=C12)C(=O)N1CCOCC1)SC ((1-(5-Bromopyrimidin-2-yl)-3-(methylthio)-1H-indol-6-yl)(morpholino)methanone). The product is CSC1=CN(C2=CC(=CC=C12)C(=O)N1CCN(CC1)C(=O)OC(C)(C)C)C1=NC=C(C=N1)C1=CC=CC=C1 (tert-Butyl 4-(3-(methylthio)-1-(5-phenylpyrimidin-2-yl)-1H-indole-6-carbonyl)piperazine-1-carboxylate). Reaction SMILES: [CH3:1][S:2][C:3]1[C:11]2[C:6](=[CH:7][C:8]([C:12]([N:14]3[CH2:19][CH2:18][N:17]([C:20]([O:22][C:23]([CH3:26])([CH3:25])[CH3:24])=[O:21])[CH2:16][CH2:15]3)=[O:13])=[CH:9][CH:10]=2)[NH:5][CH:4]=1.Cl[C:28]1[N:33]=[CH:32][C:31]([C:34]2[CH:39]=[CH:38][CH:37]=[CH:36][CH:35]=2)=[CH:30][N:29]=1.BrC1C=NC(N2C3C(=CC=C(C(N4CCOCC4)=O)C=3)C(SC)=C2)=NC=1>>[CH3:1][S:2][C:3]1[C:11]2[C:6](=[CH:7][C:8]([C:12]([N:14]3[CH2:15][CH2:16][N:17]([C:20]([O:22][C:23]([CH3:26])([CH3:25])[CH3:24])=[O:21])[CH2:18][CH2:19]3)=[O:13])=[CH:9][CH:10]=2)[N:5]([C:28]2[N:29]=[CH:30][C:31]([C:34]3[CH:39]=[CH:38][CH:37]=[CH:36][CH:35]=3)=[CH:32][N:33]=2)[CH:4]=1. Procedure details: Prepared from the product of 12b) (1.2 g, 3.2 mmol, 1.0 eq) and 2-chloro-5-phenylpyrimidine (0.604 g, 3.2 mmol, 1.0 eq) following the instructions of 1c). Yield: 700 mg. Reactants: BrC=1N=C(C=2N(C1)C=CN2)NC2=NC=C(C=C2)N2CCN(CC2)C (6-Bromo-N-(5-(4-methylpiperazin-1-yl)pyridin-2-yl)imidazo[1,2-a]pyrazin-8-amine), C(C)(=O)OCC1=C(C=C(C=C1B1OC(C(O1)(C)C)(C)C)F)N1C(C=2N(C=3CCCCC3C2)CC1)=O (4-Fluoro-2-(1-oxo-3,4,6,7,8,9-hexahydropyrazino[1,2-a]indol-2(1H)-yl)-6-(4,4,5,5-tetramethyl-1,3,2-dioxaborolan-2-yl)benzyl acetate), C([O-])([O-])=O.[Cs+].[Cs+] (cesium carbonate), CC1(C2=C(C(=CC=C2)P(C3=CC=CC=C3)C4=CC=CC=C4)OC5=C(C=CC=C51)P(C6=CC=CC=C6)C7=CC=CC=C7)C (Xantphos). Reagents/catalysts: C=1C=CC(=CC1)/C=C/C(=O)/C=C/C2=CC=CC=C2.C=1C=CC(=CC1)/C=C/C(=O)/C=C/C2=CC=CC=C2.C=1C=CC(=CC1)/C=C/C(=O)/C=C/C2=CC=CC=C2.[Pd].[Pd] (Pd2(dba)3). Solvent: O1CCOCC1 (1,4-dioxane). Conditions: temperature 90 celsius. Yields the product C(C)(=O)OCC1=C(C=C(C=C1N1C(C=2N(C=3CCCCC3C2)CC1)=O)F)C=1N=C(C=2N(C1)C=CN2)NC2=NC=C(C=C2)N2CCN(CC2)C (4-Fluoro-2-(8-(5-(4-methylpiperazin-1-yl)pyridin-2-ylamino)imidazo-[1,2-a]pyrazin-6-yl)-6-(1-oxo-3,4,6,7,8,9-hexahydropyrazino[1,2-a]indol-2(1H)-yl)benzyl Acetate). Isolated yield 60.3%. Reaction SMILES: Br[C:2]1[N:3]=[C:4]([NH:11][C:12]2[CH:17]=[CH:16][C:15]([N:18]3[CH2:23][CH2:22][N:21]([CH3:24])[CH2:20][CH2:19]3)=[CH:14][N:13]=2)[C:5]2[N:6]([CH:8]=[CH:9][N:10]=2)[CH:7]=1.[C:25]([O:28][CH2:29][C:30]1[C:35](B2OC(C)(C)C(C)(C)O2)=[CH:34][C:33]([F:45])=[CH:32][C:31]=1[N:46]1[CH2:58][CH2:57][N:49]2[C:50]3[CH2:51][CH2:52][CH2:53][CH2:54][C:55]=3[CH:56]=[C:48]2[C:47]1=[O:59])(=[O:27])[CH3:26].C(=O)([O-])[O-].[Cs+].[Cs+].CC1(C)C2C(=C(P(C3C=CC=CC=3)C3C=CC=CC=3)C=CC=2)OC2C(P(C3C=CC=CC=3)C3C=CC=CC=3)=CC=CC1=2>C1C=CC(/C=C/C(/C=C/C2C=CC=CC=2)=O)=CC=1.C1C=CC(/C=C/C(/C=C/C2C=CC=CC=2)=O)=CC=1.C1C=CC(/C=C/C(/C=C/C2C=CC=CC=2)=O)=CC=1.[Pd].[Pd].O1CCOCC1>[C:25]([O:28][CH2:29][C:30]1[C:31]([N:46]2[CH2:58][CH2:57][N:49]3[C:50]4[CH2:51][CH2:52][CH2:53][CH2:54][C:55]=4[CH:56]=[C:48]3[C:47]2=[O:59])=[CH:32][C:33]([F:45])=[CH:34][C:35]=1[C:2]1[N:3]=[C:4]([NH:11][C:12]2[CH:17]=[CH:16][C:15]([N:18]3[CH2:23][CH2:22][N:21]([CH3:24])[CH2:20][CH2:19]3)=[CH:14][N:13]=2)[C:5]2[N:6]([CH:8]=[CH:9][N:10]=2)[CH:7]=1)(=[O:27])[CH3:26] |f:2.3.4,6.7.8.9.10|. Procedure: A 250-mL single-neck round-bottomed flask equipped with a magnetic stirrer and reflux condenser was charged with 1,4-dioxane (60 mL), 106c (200 mg, 0.5 mmol), 4-fluoro-2-(1-oxo-3,4,6,7,8,9-hexahydropyrazino[1,2-a]indol-2(1H)-yl)-6-(4,4,5,5-tetramethyl-1,3,2-dioxaborolan-2-yl)benzyl acetate 101l (385 mg, 0.8 mmol), and cesium carbonate (332 mg, 1 mmol). Xantphos (30 mg, 0.08 mmol) and Pd2(dba)3 (55 mg, 0.08 mmol) were added, and the reaction mixture was heated at 90° C. for 4 h. After this time t...